From a dataset of the Open Reaction Database (ORD), a public repository of structured organic reaction records. describe an organic reaction: reactants, conditions, products, and yield Reaction SMILES: [N:1]1[CH:6]=[CH:5][CH:4]=[C:3]([NH:7][CH2:8][C:9]2[CH:14]=[CH:13][C:12]([Cl:15])=[CH:11][CH:10]=2)[CH:2]=1.[CH2:16]([S:20][CH2:21][C:22](O)=[O:23])[CH2:17][CH2:18][CH3:19].C1(N=C=NC2CCCCC2)CCCCC1>ClCCl>[N:1]1[CH:6]=[CH:5][CH:4]=[C:3]([N:7]([CH2:8][C:9]2[CH:10]=[CH:11][C:12]([Cl:15])=[CH:13][CH:14]=2)[C:22](=[O:23])[CH2:21][S:20][CH2:16][CH2:17][CH2:18][CH3:19])[CH:2]=1. The reactants are N1=CC(=CC=C1)NCC1=CC=C(C=C1)Cl (N-(3-pyridyl)-[(4-chlorophenyl)methyl]amine), C(CCC)SCC(=O)O (α-(n-butylthio)acetic acid), C1(CCCCC1)N=C=NC1CCCCC1 (N,N'-dicyclohexylcarbodiimide). Yields the product N1=CC(=CC=C1)N(C(CSCCCC)=O)CC1=CC=C(C=C1)Cl (N-(3-pyridyl)-N-[(4-chlorophenyl)methyl]-α-(n-butylthio)acetamide). Reported procedure: N-(3-pyridyl)-N-[(4-chlorophenyl)methyl]-α-(n-butylthio)acetamide was prepared by reacting 5.0 g. of N-(3-pyridyl)-[(4-chlorophenyl)methyl]amine with 3.5 g. of α-(n-butylthio)acetic acid and 5.0 g. of N,N'-dicyclohexylcarbodiimide in 100 ml. of dichloromethane according to the method of Example 2. Weight collected was 3.9 g as an oil. The solvent is ClCCl (dichloromethane). Reactants: C=Cc1ccccc1, CCO[SiH](OCC)OCC, Cc1ccccc1, CCCCC(CC)COP(=O)(O)OCC(CC)CCCC, [Pt]. Yields the product CCO[Si](CCc1ccccc1)(OCC)OCC. RXN SMILES: [CH2:1]=[CH:2][c:3]1[cH:4][cH:5][cH:6][cH:7][cH:8]1.[CH2:9]([CH3:10])[O:11][SiH:12]([O:13][CH2:14][CH3:15])[O:16][CH2:17][CH3:18].[CH3:41][c:42]1[cH:43][cH:44][cH:45][cH:46][cH:47]1.[P:19]([O:20][CH2:21][CH:22]([CH2:23][CH3:24])[CH2:25][CH2:26][CH2:27][CH3:28])([O:29][CH2:30][CH:31]([CH2:32][CH3:33])[CH2:34][CH2:35][CH2:36][CH3:37])([OH:38])=[O:39].[Pt:40]>>[CH2:1]([CH2:2][c:3]1[cH:4][cH:5][cH:6][cH:7][cH:8]1)[Si:12]([O:11][CH2:9][CH3:10])([O:13][CH2:14][CH3:15])[O:16][CH2:17][CH3:18]. The reactants are O=C(Cl)C(=O)Cl, ClCCl, OC1CCNC1, CN(C)C=O, O=C(O)c1ccc(Cn2c(-c3ccccc3)nc3ccccc32)cc1. The product is O=C(c1ccc(Cn2c(-c3ccccc3)nc3ccccc32)cc1)N1CCC(O)C1. RXN SMILES: [C:31]([Cl:32])(=[O:33])[C:34]([Cl:35])=[O:36].[Cl:43][CH2:44][Cl:45].[NH:37]1[CH2:38][CH:39]([OH:42])[CH2:40][CH2:41]1.[O:26]=[CH:27][N:28]([CH3:29])[CH3:30].[c:1]1(-[c:7]2[n:8][c:9]3[c:10]([n:11]2[CH2:12][c:13]2[cH:14][cH:15][c:16]([C:17](=[O:18])[OH:19])[cH:20][cH:21]2)[cH:22][cH:23][cH:24][cH:25]3)[cH:2][cH:3][cH:4][cH:5][cH:6]1>>[c:1]1(-[c:7]2[n:8][c:9]3[c:10]([n:11]2[CH2:12][c:13]2[cH:14][cH:15][c:16]([C:17](=[O:18])[N:37]4[CH2:38][CH:39]([OH:42])[CH2:40][CH2:41]4)[cH:20][cH:21]2)[cH:22][cH:23][cH:24][cH:25]3)[cH:2][cH:3][cH:4][cH:5][cH:6]1. Reactants: BrC=1C=C(C(=O)O)C=CC1C#N (3-bromo-4-cyanobenzoic acid), C([O-])([O-])=O.[Cs+].[Cs+] (cesium carbonate), C(C1=CC=CC=C1)Br (benzyl bromide), C(C1=CC=CC=C1)Br (benzyl bromide), O (Water). Run in CC(=O)C (acetone), C(C)(=O)OCC (ethyl acetate). The product is BrC=1C=C(C(=O)OCC2=CC=CC=C2)C=CC1C#N (phenylmethyl 3-bromo-4-cyanobenzoate). The yield is 45.3%. Reaction SMILES: [Br:1][C:2]1[CH:3]=[C:4]([CH:8]=[CH:9][C:10]=1[C:11]#[N:12])[C:5]([OH:7])=[O:6].C(=O)([O-])[O-].[Cs+].[Cs+].[CH2:19](Br)[C:20]1[CH:25]=[CH:24][CH:23]=[CH:22][CH:21]=1.O>CC(C)=O.C(OCC)(=O)C>[Br:1][C:2]1[CH:3]=[C:4]([CH:8]=[CH:9][C:10]=1[C:11]#[N:12])[C:5]([O:7][CH2:19][C:20]1[CH:25]=[CH:24][CH:23]=[CH:22][CH:21]=1)=[O:6] |f:1.2.3|. Procedure: To a solution of 3-bromo-4-cyanobenzoic acid (1.51 g, 6.69 mmol) in acetone (30 mL) was added cesium carbonate (4.4 g, 13.4 mmol) and benzyl bromide (790 uL, 6.69 mmol). The mixture was stirred at reflux for 15 hours at which point additional benzyl bromide was added (200 uL, 1.68 mmol). The mixture was stirred at reflux for a further 2 h and was then cooled to room temperature. Water and ethyl acetate were added and the layers were separated. The aqueous phase was then saturated with lithium ch...